From a dataset of the Open Reaction Database (ORD), a public repository of structured organic reaction records. describe an organic reaction: reactants, conditions, products, and yield Starting materials: COC(=NC#N)c1ccccn1, CCOCC, CC(N)C(C)(C)C, CO, ClCCl. The product is CC(N=C(NC#N)c1ccccn1)C(C)(C)C. RXN SMILES: [C:1](#[N:2])[N:3]=[C:4]([O:5][CH3:6])[c:7]1[n:8][cH:9][cH:10][cH:11][cH:12]1.[CH2:20]([O:21][CH2:22][CH3:23])[CH3:24].[CH3:13][CH:14]([C:15]([CH3:16])([CH3:17])[CH3:18])[NH2:19].[CH3:28][OH:29].[Cl:25][CH2:26][Cl:27]>>[C:1](#[N:2])[NH:3][C:4]([c:7]1[n:8][cH:9][cH:10][cH:11][cH:12]1)=[N:19][CH:14]([CH3:13])[C:15]([CH3:16])([CH3:17])[CH3:18]. The reactants are CCOC(=O)c1ccc(OCc2ccccc2OC)cc1, [Na+], [OH-]. The product is COc1ccccc1COc1ccc(C(=O)O)cc1. Reaction SMILES: [CH2:1]([CH3:2])[O:3][C:4](=[O:5])[c:6]1[cH:7][cH:8][c:9]([O:10][CH2:11][c:12]2[c:13]([O:18][CH3:19])[cH:14][cH:15][cH:16][cH:17]2)[cH:20][cH:21]1.[Na+:23].[OH-:22]>>[O:3]=[C:4]([OH:5])[c:6]1[cH:7][cH:8][c:9]([O:10][CH2:11][c:12]2[c:13]([O:18][CH3:19])[cH:14][cH:15][cH:16][cH:17]2)[cH:20][cH:21]1. The reactants are ClC=1C=C(C2=C(OCCO2)C1)C(=O)NC[C@@H]1[C@@H](CNCC1)OC ((cis)-7-chloro-2,3-dihydro-N-[(3-methoxy-4-piperidinyl)methyl]-1,4-benzodioxin-5-carboxamide), C(C(=O)O)(=O)O (ethanedioic acid). The solvent is CC(C)O (2-propanol). Product: C(C(=O)O)(=O)O.ClC=1C=C(C2=C(OCCO2)C1)C(=O)NC[C@@H]1[C@@H](CNCC1)OC ((cis)-7-chloro-2,3-dihydro-N-[(3-methoxy-4-piperidinyl)methyl]-1,4-benzodioxin-5-carboxamide ethanedioate). As a reaction SMILES: [Cl:1][C:2]1[CH:3]=[C:4]([C:12]([NH:14][CH2:15][C@H:16]2[CH2:21][CH2:20][NH:19][CH2:18][C@H:17]2[O:22][CH3:23])=[O:13])[C:5]2[O:10][CH2:9][CH2:8][O:7][C:6]=2[CH:11]=1.[C:24]([OH:29])(=[O:28])[C:25]([OH:27])=[O:26]>CC(O)C>[C:24]([OH:29])(=[O:28])[C:25]([OH:27])=[O:26].[Cl:1][C:2]1[CH:3]=[C:4]([C:12]([NH:14][CH2:15][C@H:16]2[CH2:21][CH2:20][NH:19][CH2:18][C@H:17]2[O:22][CH3:23])=[O:13])[C:5]2[O:10][CH2:9][CH2:8][O:7][C:6]=2[CH:11]=1 |f:3.4|. Reported procedure: A mixture of ethyl 4-[[[(7-chloro-2,3-dihydro-1,4-benzodioxin-5-yl)carbonyl]-amino]methyl]-3-methoxy-1-piperidinecarboxylate (0.051 mol) and potassium hydroxide (0.5 mol) in ethanol (200 ml) was stirred and refluxed for 30 hours and then cooled. The solvent was evaporated. The residue was dissolved in water and the solvent was evaporated again. The residue was partitioned between DCM and water. The organic layer was separated, dried, filtered, and the solvent was evaporated. The residue was puri...